From a dataset of the Open Reaction Database (ORD), a public repository of structured organic reaction records. describe an organic reaction: reactants, conditions, products, and yield Reactants: CCO, Cl, NC(N)=S, [Na+], [OH-], O, O=C(NC(CCl)Cc1ccccc1)c1ccccc1. Yields the product O=C(NC(CS)Cc1ccccc1)c1ccccc1. As a reaction SMILES: [CH3:27][CH2:28][OH:29].[ClH:26].[NH2:20][C:21]([NH2:22])=[S:23].[Na+:25].[OH-:24].[OH2:30].[c:1]1([CH2:7][CH:8]([CH2:9][Cl:10])[NH:11][C:12]([c:13]2[cH:14][cH:15][cH:16][cH:17][cH:18]2)=[O:19])[cH:2][cH:3][cH:4][cH:5][cH:6]1>>[c:1]1([CH2:7][CH:8]([CH2:9][SH:23])[NH:11][C:12]([c:13]2[cH:14][cH:15][cH:16][cH:17][cH:18]2)=[O:19])[cH:2][cH:3][cH:4][cH:5][cH:6]1. Reactants: O=C([O-])[O-], CCOC(=O)CBr, CC#N, [Cs+], [Cs+], [I-], [K+], O=C(Cc1ccc2cc[nH]c2c1)NCC#Cc1ccc(OC(F)(F)F)cc1. Product: CCOC(=O)Cn1ccc2ccc(CC(=O)NCC#Cc3ccc(OC(F)(F)F)cc3)cc21. Reaction SMILES: [C:35](=[O:36])([O-:37])[O-:38].[CH2:28]([CH3:29])[O:30][C:31]([CH2:32][Br:33])=[O:34].[CH3:43][C:44]#[N:45].[Cs+:39].[Cs+:40].[I-:42].[K+:41].[nH:1]1[cH:2][cH:3][c:4]2[cH:5][cH:6][c:7]([CH2:10][C:11](=[O:12])[NH:13][CH2:14][C:15]#[C:16][c:17]3[cH:18][cH:19][c:20]([O:23][C:24]([F:25])([F:26])[F:27])[cH:21][cH:22]3)[cH:8][c:9]12>>[n:1]1([CH2:32][C:31]([O:30][CH2:28][CH3:29])=[O:34])[cH:2][cH:3][c:4]2[cH:5][cH:6][c:7]([CH2:10][C:11](=[O:12])[NH:13][CH2:14][C:15]#[C:16][c:17]3[cH:18][cH:19][c:20]([O:23][C:24]([F:25])([F:26])[F:27])[cH:21][cH:22]3)[cH:8][c:9]12. Reactants: C[Si](N[Si](C)(C)C)(C)C (hexamethyldisilazane), N (ammonia), N1N=CN=C1 (1,2,4-triazole), N (ammonia). The reagents and catalysts are S1(=O)(=O)NC(=O)C2=CC=CC=C12 (saccharin). Run at temperature 126 celsius. Yields the product C[Si](N1N=CN=C1)(C)C (1-trimethylsilyl-1,2,4-triazole). Isolated yield 124.7%. As a reaction SMILES: [CH3:1][Si:2]([CH3:9])([CH3:8])[NH:3][Si](C)(C)C.N1[CH:14]=[N:13][CH:12]=[N:11]1.N>S1(C2C(=CC=CC=2)C(=O)N1)(=O)=O>[CH3:1][Si:2]([CH3:9])([CH3:8])[N:3]1[CH:14]=[N:13][CH:12]=[N:11]1. Procedure: 23.4 ml (0.11 mole) of hexamethyldisilazane were added to a mixture consisting of 10.35 g (0.15 mole) of 1,2,4-triazole and 127 mg (0.75 mmole) of saccharin heated to 126° C. and evolution of ammonia started immediately. After refluxing for 30 minutes, the calculated amount of ammonia was evolved as determined by the method described in Example 1A. Vacuum distillation yielded 19.37 g (91.6%) of 1-trimethylsilyl-1,2,4-triazole boiling at 76.5°-78.0° C. at 12 mm Hg and nD 25=1.4592.